From a dataset of the Open Reaction Database (ORD), a public repository of structured organic reaction records. describe an organic reaction: reactants, conditions, products, and yield Starting materials: CC(C)(C)OC(=O)N1CCC(COc2ccc(C=O)cc2)CC1, CO, Cl, NO, c1ccncc1. Yields the product CC(C)(C)OC(=O)N1CCC(COc2ccc(C=NO)cc2)CC1. RXN SMILES: [C:1]([CH3:2])([CH3:3])([CH3:4])[O:5][C:6](=[O:7])[N:8]1[CH2:9][CH2:10][CH:11]([CH2:14][O:15][c:16]2[cH:17][cH:18][c:19]([CH:20]=[O:21])[cH:22][cH:23]2)[CH2:12][CH2:13]1.[CH3:27][OH:28].[ClH:24].[NH2:25][OH:26].[cH:29]1[cH:30][cH:31][n:32][cH:33][cH:34]1>>[C:1]([CH3:2])([CH3:3])([CH3:4])[O:5][C:6](=[O:7])[N:8]1[CH2:9][CH2:10][CH:11]([CH2:14][O:15][c:16]2[cH:17][cH:18][c:19]([CH:20]=[N:25][OH:26])[cH:22][cH:23]2)[CH2:12][CH2:13]1. Starting materials: CC(C)(C)OC(=O)N1CCCC(COS(C)(=O)=O)C1, O=C([O-])[O-], COc1ccccc1N1CCNCC1, CC#N, [K+], [K+]. Product: COc1ccccc1N1CCN(CC2CCCN(C(=O)OC(C)(C)C)C2)CC1. RXN SMILES: [C:1]([CH3:2])([CH3:3])([CH3:4])[O:5][C:6](=[O:7])[N:8]1[CH2:9][CH:10]([CH2:14][O:15][S:16]([CH3:17])(=[O:18])=[O:19])[CH2:11][CH2:12][CH2:13]1.[C:20](=[O:21])([O-:22])[O-:23].[CH3:26][O:27][c:28]1[c:29]([N:34]2[CH2:35][CH2:36][NH:37][CH2:38][CH2:39]2)[cH:30][cH:31][cH:32][cH:33]1.[CH3:40][C:41]#[N:42].[K+:24].[K+:25]>>[C:1]([CH3:2])([CH3:3])([CH3:4])[O:5][C:6](=[O:7])[N:8]1[CH2:9][CH:10]([CH2:14][N:37]2[CH2:36][CH2:35][N:34]([c:29]3[c:28]([O:27][CH3:26])[cH:33][cH:32][cH:31][cH:30]3)[CH2:39][CH2:38]2)[CH2:11][CH2:12][CH2:13]1. Reactants: O=C1C(O)=C([O-])[C@H](O1)[C@@H](O)CO.[Na+] (sodium ascorbate), [N+](=O)([O-])C=1N(C=CN1)CC#C (2-Nitro-1-(prop-2-ynyl)-1H-imidazole), N(=[N+]=[N-])C(C)O (azido ethanol). The reagents and catalysts are [O-]S(=O)(=O)[O-].[Cu+2] (CuSO4). Run in CO (MeOH). Reaction conditions: time 16 hour. Yields the product [N+](=O)([O-])C=1N(C=CN1)CC=1N=NN(C1)CCO (2-(4-((2-Nitro-1H-imidazol-1-yl)methyl)-1H-1,2,3-triazol-1-yl)ethanol). Isolated yield 76.3%. RXN SMILES: [N+:1]([C:4]1[N:5]([CH2:9][C:10]#[CH:11])[CH:6]=[CH:7][N:8]=1)([O-:3])=[O:2].[N:12]([CH:15](O)[CH3:16])=[N+:13]=[N-:14].[O:18]=C1O[C@H]([C@H](CO)O)C([O-])=C1O.[Na+]>[O-]S([O-])(=O)=O.[Cu+2].CO>[N+:1]([C:4]1[N:5]([CH2:9][C:10]2[N:14]=[N:13][N:12]([CH2:15][CH2:16][OH:18])[CH:11]=2)[CH:6]=[CH:7][N:8]=1)([O-:3])=[O:2] |f:2.3,4.5|. Reported procedure: To a round bottom flask was added nitropropyne 10 (150 mg, 0.99 mmol) and azido ethanol (86 mg, 0.99 mmol). To this flask was added CuSO4 (0.04M, 100 uL) and sodium ascorbate (0.1 M, 100 uL). After 16 hrs, the reaction was poured onto EtOAc and washed with NH4OH. The organics were combined and the residue was purified on a combiflash system using EtOAc:Hex as the eluent followed by DCM:MeOH to afford 180 mg (76.3% yield) of 11 as a clear colorless oil. Mass Spec (lo-res): Calc'd for C8H14N6O3: 2... Starting materials: Cl (HCl), O1CCOCC1 (1,4-dioxane), OC(=O)C(F)(F)F.C(C1=CC=CC=C1)(=O)N1C(CN(CC1)C(=O)OC(C)(C)C)COC=1C=NC=CC1 (tert-butyl 4-(benzoyl)-3-((pyridin-3-yloxy)methyl)piperazine-1-carboxylate TFA salt). Reaction conditions: time 12 hour. Product: Cl.Cl.C1(=CC=CC=C1)C(=O)N1C(CNCC1)COC=1C=NC=CC1 (phenyl(2-((pyridin-3-yloxy)methyl)piperazin-1-yl)methanone dihydrochloride). Yield: 98.0%. As a reaction SMILES: [ClH:1].O1CCOCC1.OC(C(F)(F)F)=O.[C:15]([N:23]1[CH2:28][CH2:27][N:26](C(OC(C)(C)C)=O)[CH2:25][CH:24]1[CH2:36][O:37][C:38]1[CH:39]=[N:40][CH:41]=[CH:42][CH:43]=1)(=[O:22])[C:16]1[CH:21]=[CH:20][CH:19]=[CH:18][CH:17]=1>>[ClH:1].[ClH:1].[C:16]1([C:15]([N:23]2[CH2:28][CH2:27][NH:26][CH2:25][CH:24]2[CH2:36][O:37][C:38]2[CH:39]=[N:40][CH:41]=[CH:42][CH:43]=2)=[O:22])[CH:17]=[CH:18][CH:19]=[CH:20][CH:21]=1 |f:2.3,4.5.6|. Procedure: 4 M HCl in 1,4-dioxane (6 mL, 24 mmol) was added to tert-butyl 4-(benzoyl)-3-((pyridin-3-yloxy)methyl)piperazine-1-carboxylate TFA salt (89.5 mg, 0.175 mmol). After 12 h, the reaction mixture was concentrated under reduced pressure, yielding 63.8 mg (98%) of the desired product as a white solid. LC-MS: RT=3.05 min, [M+H]+=298.1.